This data is from the Open Reaction Database (ORD), a public repository of structured organic reaction records. The task is: describe an organic reaction: reactants, conditions, products, and yield Reactants: BrC=1C=C(C=O)C(=CN1)F (2-bromo-5-fluoroisonicotinaldehyde), C(CO)O (ethylene glycol), O.C1(=CC=C(C=C1)S(=O)(=O)O)C (p-toluenesulfonic acid monohydrate). Run in C1(=CC=CC=C1)C (toluene). Yields the product BrC1=NC=C(C(=C1)C1OCCO1)F (2-Bromo-4-[1,3]dioxolan-2-yl-5-fluoro-pyridine). Reaction SMILES: [Br:1][C:2]1[CH:3]=[C:4]([C:7]([F:10])=[CH:8][N:9]=1)[CH:5]=[O:6].[CH2:11](O)[CH2:12][OH:13].O.C1(C)C=CC(S(O)(=O)=O)=CC=1>C1(C)C=CC=CC=1>[Br:1][C:2]1[CH:3]=[C:4]([CH:5]2[O:13][CH2:12][CH2:11][O:6]2)[C:7]([F:10])=[CH:8][N:9]=1 |f:2.3|. Procedure details: A mixture of 2-bromo-5-fluoroisonicotinaldehyde (495 mg, 2.43 mmol), ethylene glycol (0.27 mL, 4.85 mmol) and p-toluenesulfonic acid monohydrate (508 mg, 2.67 mmol) in toluene (13.5 mL) was refluxed for 4 hours. The mixture was concentrated and taken up in CH2Cl2, washed with 1 M NaOH, dried over sodium sulfate, filtered and concentrated. The crude product was purified by flash chromatography on silica gel (cyclohexane/EtOAc) to give INT 44. Starting materials: NC=1SCCN1 (2-amino-2-thiazoline), BrCC=1C=CC(=NC1)Cl (5-bromomethyl-2-chloropyridine). The solvent is C(C)#N (acetonitrile). Run at temperature 90 celsius. The product is ClC1=CC=C(C=N1)CN1C(SCC1)=N (3-(6-chloro-3-pyridyl)methyl-2-iminothiazolidine), ClC1=CC=C(C=N1)CN1C(SCC1)=NCC=1C=NC(=CC1)Cl (3-(6-chloro-3-pyridyl)methyl-2-[(6-chloro-3-pyridyl)methyl]iminothiazolidine). The yield is 7.4%. As a reaction SMILES: [NH2:1][C:2]1[S:3][CH2:4][CH2:5][N:6]=1.Br[CH2:8][C:9]1[CH:10]=[CH:11][C:12]([Cl:15])=[N:13][CH:14]=1>C(#N)C>[Cl:15][C:12]1[N:13]=[CH:14][C:9]([CH2:8][N:6]2[CH2:5][CH2:4][S:3][C:2]2=[NH:1])=[CH:10][CH:11]=1.[Cl:15][C:12]1[N:13]=[CH:14][C:9]([CH2:8][N:6]2[CH2:5][CH2:4][S:3][C:2]2=[N:1][CH2:8][C:9]2[CH:14]=[N:13][C:12]([Cl:15])=[CH:11][CH:10]=2)=[CH:10][CH:11]=1. Procedure details: A mixture of 511 mg (5 mmol) of 2-amino-2-thiazoline and 1.03 g (5 mmol) of 5-bromomethyl-2-chloropyridine in 50 ml of acetonitrile was heated for 6 hours at 90° C. under refluxing. Then, the reaction mixture was cooled to the room temperature, and the solvent was removed under reduced pressure. The resulting residue was mixed with dichloromethane and saturated sodium hydrogen-carbonate aqueous solution, and the organic layer was separated. The water layer was extracted with dichloromethane, and... The reactants are BrCc1ccccc1, CC(=O)OC(C)CCCCn1c(=O)c2c(=O)cc(C)[nH]c2n(C)c1=O, O=C([O-])[O-], CC#N, [K+], [K+]. Yields the product CC(=O)OC(C)CCCCn1c(=O)c2c(=O)cc(C)n(Cc3ccccc3)c2n(C)c1=O. Reaction SMILES: [Br:26][CH2:27][c:28]1[cH:29][cH:30][cH:31][cH:32][cH:33]1.[C:1]([CH3:2])(=[O:3])[O:4][CH:5]([CH2:6][CH2:7][CH2:8][CH2:9][n:10]1[c:11](=[O:24])[n:12]([CH3:23])[c:13]2[c:14]([c:15]1=[O:16])[c:17](=[O:22])[cH:18][c:19]([CH3:21])[nH:20]2)[CH3:25].[C:34](=[O:35])([O-:36])[O-:37].[CH3:40][C:41]#[N:42].[K+:38].[K+:39]>>[C:1]([CH3:2])(=[O:3])[O:4][CH:5]([CH2:6][CH2:7][CH2:8][CH2:9][n:10]1[c:11](=[O:24])[n:12]([CH3:23])[c:13]2[c:14]([c:15]1=[O:16])[c:17](=[O:22])[cH:18][c:19]([CH3:21])[n:20]2[CH2:27][c:28]1[cH:29][cH:30][cH:31][cH:32][cH:33]1)[CH3:25].